This data is from the Open Reaction Database (ORD), a public repository of structured organic reaction records. The task is: describe an organic reaction: reactants, conditions, products, and yield Conditions: time 18 hour. Reactants: [OH-].[NH4+] (ammonium hydroxide), C(C)C(C=O)CC (2-ethylbutyraldehyde). The yield is 76.5%. Yields the product C(C)C(CC)=CN=CC(CC)CC (3,7-diethyl-5-azanona-3,5-diene). Procedure: To a sample of 250 grams of 28% ammonium hydroxide was added 215 grams of 2-ethylbutyraldehyde and the heterogeneous mixture was stirred for 18 hours at ambient temperature. The resulting organic layer was separated, and after drying, slowly distilled at atmospheric pressure to yield 148.8 grams of 3,7-diethyl-5-azanona-3,5-diene. As a reaction SMILES: [OH-].[NH4+:2].[CH2:3]([CH:5]([CH2:8][CH3:9])[CH:6]=O)[CH3:4]>>[CH2:3]([C:5](=[CH:6][N:2]=[CH:6][CH:5]([CH2:8][CH3:9])[CH2:3][CH3:4])[CH2:8][CH3:9])[CH3:4] |f:0.1|. The reactants are ClCC1=NNC=C1 (3-Chloromethylpyrazole), OCC1=NNC=C1 (3-hydroxymethylpyrazole), S(=O)(Cl)Cl (thionyl chloride), [Na] (sodium). Solvent: C(CO)O (ethylene glycol). Yields the product OCCOCC1=NNC=C1 (3-(2-hydroxyethoxymethyl)pyrazole). Reaction SMILES: Cl[CH2:2][C:3]1[CH:7]=[CH:6][NH:5][N:4]=1.[OH:8][CH2:9][C:10]1C=CNN=1.S(Cl)(Cl)=[O:16].[Na]>C(O)CO>[OH:8][CH2:9][CH2:10][O:16][CH2:2][C:3]1[CH:7]=[CH:6][NH:5][N:4]=1 |^1:18|. Procedure details: 3-Chloromethylpyrazole, prepared by reacting 3-hydroxymethylpyrazole with thionyl chloride, is reacted with the sodium salt of ethylene glycol to give 3-(2-hydroxyethoxymethyl)pyrazole. Treatment of 3-(2-hydroxyethoxymethyl)pyrazole with thionyl chloride gives 3-(2-chloroethoxymethyl)pyrazole. Reactants: C(CCCC)NC(=O)C=1N=NC(=CC1)Cl (6-chloropyridazine-3-carboxylic acid pentylamide), N1CCC(CC1)NC1=C(C=CC=C1)C(F)(F)F (piperidin-4-yl-(2-trifluoromethylphenyl)amine). The product is Cl.C(CCCC)NC(=O)C=1N=NC(=CC1)N1CCC(CC1)NC1=C(C=CC=C1)C(F)(F)F (6-[4-(2-TRIFLUOROMETHYLPHENYLAMINO)PIPERIDIN-1-YL]PYRIDAZINE-3-CARBOXYLIC ACID PENTYLAMIDE HYDROCHLORIDE). Isolated yield 37.0%. As a reaction SMILES: [CH2:1]([NH:6][C:7]([C:9]1[N:10]=[N:11][C:12]([Cl:15])=[CH:13][CH:14]=1)=[O:8])[CH2:2][CH2:3][CH2:4][CH3:5].[NH:16]1[CH2:21][CH2:20][CH:19]([NH:22][C:23]2[CH:28]=[CH:27][CH:26]=[CH:25][C:24]=2[C:29]([F:32])([F:31])[F:30])[CH2:18][CH2:17]1>>[ClH:15].[CH2:1]([NH:6][C:7]([C:9]1[N:10]=[N:11][C:12]([N:16]2[CH2:17][CH2:18][CH:19]([NH:22][C:23]3[CH:28]=[CH:27][CH:26]=[CH:25][C:24]=3[C:29]([F:30])([F:31])[F:32])[CH2:20][CH2:21]2)=[CH:13][CH:14]=1)=[O:8])[CH2:2][CH2:3][CH2:4][CH3:5] |f:2.3|. Procedure: Following the procedure as described in Example 1, making variations only as required to use 6-chloropyridazine-3-carboxylic acid pentylamide in place of 6-chloropyridazine-3-carboxylic acid (2-cyclopropylethyl)amide to react with piperidin-4-yl-(2-trifluoromethylphenyl)amine, the title compound was obtained as a white powder in 37% yield. 1H NMR (300 MHz, DMSO-d6) δ 8.79 (t, J=5.4 Hz, 1H), 7.94 (d, J=9.9 Hz, 1H), 7.66 (d, J=9.6 Hz, 1H), 7.50-7.40 (m, 2H), 7.05-7.02 (m, 1H), 6.72 (t, J=7.5 Hz, 1... The reactants are CC=1C=CC=2CC3=CC=4C(C5=CC(=CC=C5CC4C=C3C(C2C1)=O)C)=O (7,14-dihydro-3,10-dimethylpentacene-5,12-dione). Run in COCCOCCOC (2-methoxyethyl ether). Run at temperature 60 celsius, time 8 hour. The product is CC1=CC2=CC3=CC4=CC5=CC=C(C=C5C=C4C=C3C=C2C=C1)C (2,9-dimethylpentacene). Reaction SMILES: [CH3:1][C:2]1[CH:3]=[CH:4][C:5]2[CH2:6][C:7]3[C:20]([C:21](=O)[C:22]=2[CH:23]=1)=[CH:19][C:18]1[CH2:17][C:16]2[C:11](=[CH:12][C:13]([CH3:25])=[CH:14][CH:15]=2)[C:10](=O)[C:9]=1[CH:8]=3>COCCOCCOC>[CH3:1][C:2]1[CH:3]=[CH:4][C:5]2[C:22](=[CH:21][C:20]3[C:7]([CH:6]=2)=[CH:8][C:9]2[C:18](=[CH:17][C:16]4[C:11]([CH:10]=2)=[CH:12][C:13]([CH3:25])=[CH:14][CH:15]=4)[CH:19]=3)[CH:23]=1. Procedure details: A mixture of 24.6 grams of 7,14-dihydro-3,10-dimethylpentacene-5,12-dione in 250 mL of 2-methoxyethyl ether was stirred and flushed with nitrogen for 10 minutes. To this was added in small portions 16.5 grams of sodium borohydride and stirring was continued at room temperature overnight. To the reaction mixture was added slowly over 30 minutes 155 mL of methanol with the temperature maintained below 0° C. The resulting mixture was stirred for 1.5 hours at room temperature. To the mixture was add... Run in C(Cl)Cl (CH2Cl2). Reported procedure: A solution of 10-undecenylphosphonic acid diethyl ester (53.51 g, 180 mmol) in CH2Cl2 (350 mL) was cooled to about −8° C. Oxalyl chloride (32 mL, 370 mmol, 2 eq.) was added slowly to the mixture, the mixture was warmed to room temperature and stirred overnight. Solvent was removed to dryness and the excess oxalyl chloride was azeotropically removed with hexane three times (100 mL). The mixture was dried in a vacuum oven at 40° C. overnight and the product was used without further purification. 1... Reactants: C(C)OP(OCC)(=O)CCCCCCCCCC=C (10-undecenylphosphonic acid diethyl ester), C(C(=O)Cl)(=O)Cl (Oxalyl chloride). Run at time 8 hour. The product is C(CCCCCCCCC=C)P(OCC)(=O)Cl ((10-undecenyl) phosphono chloridic acid, ethyl ester). As a reaction SMILES: [CH2:1]([O:3][P:4]([CH2:9][CH2:10][CH2:11][CH2:12][CH2:13][CH2:14][CH2:15][CH2:16][CH2:17][CH:18]=[CH2:19])(=O)[O:5]CC)[CH3:2].C(Cl)(=O)C([Cl:23])=O>C(Cl)Cl>[CH2:9]([P:4]([Cl:23])(=[O:5])[O:3][CH2:1][CH3:2])[CH2:10][CH2:11][CH2:12][CH2:13][CH2:14][CH2:15][CH2:16][CH2:17][CH:18]=[CH2:19]. Reactants: O (water), N1CCC(CC1)NC(C1=C(C=CC=C1)NC(=O)NCCCCCCC)=O (N-(Piperidin-4-yl)-2-(N'-n-heptylureido)benzamide), [BH3-]C#N.[Na+] (NaBH3CN), C(C)(C)C1=NC(=C(C(=C1C=O)C1=CC=C(C=C1)F)COC)C(C)C (2.6-diisopropyl-4-(4-fluorophenyl)-3-formyl-5-methoxymethylpyridine). Run in CO (MeOH). Conditions: time 72 hour. Product: C(C)(C)C1=NC(=C(C(=C1CN1CCC(CC1)NC(C1=C(C=CC=C1)NC(=O)NCCCCCCC)=O)C1=CC=C(C=C1)F)COC)C(C)C (N-[1-[2,6-diisopropyl-4-(4-fluorophenyl)-5-(methoxymethyl)pyridin-3-yl]methylpiperidin-4-yl]-2-(N'-n-heptylureido)benzamide). The yield is 35.7%. As a reaction SMILES: [NH:1]1[CH2:6][CH2:5][CH:4]([NH:7][C:8](=[O:26])[C:9]2[CH:14]=[CH:13][CH:12]=[CH:11][C:10]=2[NH:15][C:16]([NH:18][CH2:19][CH2:20][CH2:21][CH2:22][CH2:23][CH2:24][CH3:25])=[O:17])[CH2:3][CH2:2]1.[BH3-]C#N.[Na+].[CH:31]([C:34]1[C:39]([CH:40]=O)=[C:38]([C:42]2[CH:47]=[CH:46][C:45]([F:48])=[CH:44][CH:43]=2)[C:37]([CH2:49][O:50][CH3:51])=[C:36]([CH:52]([CH3:54])[CH3:53])[N:35]=1)([CH3:33])[CH3:32].O>CO>[CH:31]([C:34]1[C:39]([CH2:40][N:1]2[CH2:6][CH2:5][CH:4]([NH:7][C:8](=[O:26])[C:9]3[CH:14]=[CH:13][CH:12]=[CH:11][C:10]=3[NH:15][C:16]([NH:18][CH2:19][CH2:20][CH2:21][CH2:22][CH2:23][CH2:24][CH3:25])=[O:17])[CH2:3][CH2:2]2)=[C:38]([C:42]2[CH:47]=[CH:46][C:45]([F:48])=[CH:44][CH:43]=2)[C:37]([CH2:49][O:50][CH3:51])=[C:36]([CH:52]([CH3:54])[CH3:53])[N:35]=1)([CH3:32])[CH3:33] |f:1.2|. Procedure details: Step 2): N-(Piperidin-4-yl)-2-(N'-n-heptylureido)benzamide (0.96 g, 2.7 mmol) and NaBH3CN (0.17 g, 2.7 mmol) were added into a solution of 2.6-diisopropyl-4-(4-fluorophenyl)-3-formyl-5-methoxymethylpyridine (0.9 g, 2.7 mmol) in MeOH (30 ml). The mixture was stirred at room temperature for 72 hours, and then water was added at 0° C. extracted with dichloromethane, dried (MgSO4) and concentrated. The residue was purified by column chromatography on silica gel (10 to 50% ethyl acetate in hexane) to... The reactants are CCOC(C)=O, CCOC(=O)N1CCN(Cc2cc(Cl)ccc2Cl)CC1, Cl, [Na+], [OH-], O. The product is Clc1ccc(Cl)c(CN2CCNCC2)c1. As a reaction SMILES: [CH3:22][CH2:23][O:24][C:25](=[O:26])[CH3:27].[Cl:1][c:2]1[c:3]([CH2:4][N:5]2[CH2:6][CH2:7][N:8]([C:11]([O:12][CH2:13][CH3:14])=[O:15])[CH2:9][CH2:10]2)[cH:16][c:17]([Cl:20])[cH:18][cH:19]1.[ClH:30].[Na+:29].[OH-:28].[OH2:21]>>[Cl:1][c:2]1[c:3]([CH2:4][N:5]2[CH2:6][CH2:7][NH:8][CH2:9][CH2:10]2)[cH:16][c:17]([Cl:20])[cH:18][cH:19]1. Starting materials: [BH4-], C[N+]1([O-])CCOCC1, CCC[N+](CCC)(CCC)CCC, CC#N, CCO, [Ca+2], [Cl-], [Cl-], [Cl-], COCc1c(C(=O)OC)oc2ccc(F)cc12, [NH4+], [Na+], O=[Ru](=O)(=O)[O-], C1CCOC1. The product is COCc1c(C=O)oc2ccc(F)cc12. Reaction SMILES: [BH4-:21].[CH3:25][N+:26]1([O-:27])[CH2:28][CH2:29][O:30][CH2:31][CH2:32]1.[CH3:38][CH2:39][CH2:40][N+:41]([CH2:42][CH2:43][CH3:44])([CH2:45][CH2:46][CH3:47])[CH2:48][CH2:49][CH3:50].[CH3:51][C:52]#[N:53].[CH3:59][CH2:60][OH:61].[Ca+2:20].[Cl-:18].[Cl-:19].[Cl-:23].[F:1][c:2]1[cH:3][cH:4][c:5]2[c:6]([c:7]([CH2:14][O:15][CH3:16])[c:8]([C:10](=[O:11])[O:12][CH3:13])[o:9]2)[cH:17]1.[NH4+:24].[Na+:22].[O-:33][Ru:34](=[O:35])(=[O:36])=[O:37].[O:54]1[CH2:55][CH2:56][CH2:57][CH2:58]1>>[F:1][c:2]1[cH:3][cH:4][c:5]2[c:6]([c:7]([CH2:14][O:15][CH3:16])[c:8]([CH:10]=[O:11])[o:9]2)[cH:17]1.